From a dataset of the Open Reaction Database (ORD), a public repository of structured organic reaction records. describe an organic reaction: reactants, conditions, products, and yield Reactants: BrN1C(CCC1=O)=O (N-bromosuccinimide), NC=1C=C(C=CC1Cl)C(F)(F)F (3-amino-4-chlorobenzotrifluoride). The solvent is CN(C)C=O (DMF), CN(C)C=O (DMF). Conditions: time 20 minute. Product: NC=1C(=CC(=C(C1)C(F)(F)F)Br)Cl (5-Amino-2-bromo-4-chlorobenzotrifluoride). Yield: 70.7%. Reaction SMILES: [Br:1]N1C(=O)CCC1=O.[NH2:9][C:10]1[CH:11]=[C:12]([C:17]([F:20])([F:19])[F:18])[CH:13]=[CH:14][C:15]=1[Cl:16]>CN(C=O)C>[NH2:9][C:10]1[C:15]([Cl:16])=[CH:14][C:13]([Br:1])=[C:12]([C:17]([F:20])([F:18])[F:19])[CH:11]=1. Procedure details: A solution of N-bromosuccinimide (1.0 g, 5.6 mmol) dissolved in DMF (3 mL) was slowly added to a mixture of 3-amino-4-chlorobenzotrifluoride (1 g, 5 mmol) dissolved in DMF (2 mL) and the reaction mixture was stirred at RT for 20 min, concentrated, and extracted with ethyl acetate/water. The organic layer was dried over sodium sulfate, filtered, concentrated, and purified by flash chromatography (eluted with 100% hexanes) to produce the title intermediate as a reddish colored oil (970 mg, 70% yie... Starting materials: CC(=O)Oc1c(C(C)(C)C)cc2c(c1C(C)(C)C)CC(C)(COc1ccc(C=NNC(=N)N)cc1)O2, [Li]CCCC, [Cl-], [NH4+], C1CCOC1. Product: CC1(COc2ccc(C=NNC(=N)N)cc2)Cc2c(cc(C(C)(C)C)c(O)c2C(C)(C)C)O1. RXN SMILES: [C:1](=[O:2])([CH3:3])[O:4][c:5]1[c:6]([C:33]([CH3:34])([CH3:35])[CH3:36])[cH:7][c:8]2[c:9]([c:28]1[C:29]([CH3:30])([CH3:31])[CH3:32])[CH2:10][C:11]([CH3:13])([CH2:14][O:15][c:16]1[cH:17][cH:18][c:19]([CH:20]=[N:21][NH:22][C:23](=[NH:24])[NH2:25])[cH:26][cH:27]1)[O:12]2.[CH2:37]([Li:38])[CH2:39][CH2:40][CH3:41].[Cl-:42].[NH4+:43].[O:44]1[CH2:45][CH2:46][CH2:47][CH2:48]1>>[OH:4][c:5]1[c:6]([C:33]([CH3:34])([CH3:35])[CH3:36])[cH:7][c:8]2[c:9]([c:28]1[C:29]([CH3:30])([CH3:31])[CH3:32])[CH2:10][C:11]([CH3:13])([CH2:14][O:15][c:16]1[cH:17][cH:18][c:19]([CH:20]=[N:21][NH:22][C:23](=[NH:24])[NH2:25])[cH:26][cH:27]1)[O:12]2.